Dataset: the Open Reaction Database (ORD), a public repository of structured organic reaction records. Task: describe an organic reaction: reactants, conditions, products, and yield Starting materials: C1CCOC1, COC(=O)c1nccnc1N(C(=O)OC(C)(C)C)c1cccnc1, CO, [Li+], [OH-], O, O. Yields the product CC(C)(C)OC(=O)N(c1cccnc1)c1nccnc1C(=O)O. Reaction SMILES: [CH2:31]1[O:32][CH2:33][CH2:34][CH2:35]1.[CH3:1][O:2][C:3](=[O:4])[c:5]1[n:6][cH:7][cH:8][n:9][c:10]1[N:11]([c:12]1[cH:13][n:14][cH:15][cH:16][cH:17]1)[C:18](=[O:19])[O:20][C:21]([CH3:22])([CH3:23])[CH3:24].[CH3:25][OH:26].[Li+:30].[OH-:29].[OH2:27].[OH2:28]>>[O:2]=[C:3]([OH:4])[c:5]1[n:6][cH:7][cH:8][n:9][c:10]1[N:11]([c:12]1[cH:13][n:14][cH:15][cH:16][cH:17]1)[C:18](=[O:19])[O:20][C:21]([CH3:22])([CH3:23])[CH3:24]. Reactants: BrCc1ccccc1Br, O=C([O-])[O-], COc1ccc(NN)cc1, CN(C)C=O, Cl, [K+], [K+]. Product: COc1ccc(N(N)Cc2ccccc2Br)cc1. RXN SMILES: [Br:1][c:2]1[c:3]([CH2:4][Br:5])[cH:6][cH:7][cH:8][cH:9]1.[C:21](=[O:22])([O-:23])[O-:24].[CH3:11][O:12][c:13]1[cH:14][cH:15][c:16]([NH:19][NH2:20])[cH:17][cH:18]1.[CH3:27][N:28]([CH3:29])[CH:30]=[O:31].[ClH:10].[K+:25].[K+:26]>>[Br:1][c:2]1[c:3]([CH2:4][N:19]([c:16]2[cH:15][cH:14][c:13]([O:12][CH3:11])[cH:18][cH:17]2)[NH2:20])[cH:6][cH:7][cH:8][cH:9]1. Starting materials: Cc1cc(C)cc(C(=O)O)c1, CNOC. The reagents and catalysts are CN(C)C(=[N+](C)C)F.F[P-](F)(F)(F)(F)F (TFFH), CCN(C(C)C)C(C)C (DIPEA), CN(C)C1=CC=NC=C1 (DMAP). Solvent: CN(C)C=O (DMF), CN(C)C=O (DMF), CN(C)C=O (DMF), CN(C)C=O (DMF), CN(C)C=O (DMF), CN(C)C=O (DMF). Reaction conditions: temperature 25 celsius, time 2 hour. Product: CON(C)C(=O)c1cc(C)cc(C)c1. The yield is 0.1%. As a reaction SMILES: CNOC.Cc1cc(C)cc(C(=O)O)c1.CN(C)C(=[N+](C)C)F.F[P-](F)(F)(F)(F)F.CN(C)C1=CC=NC=C1.CCN(C(C)C)C(C)C.CN(C)C=O>>CON(C)C(=O)c1cc(C)cc(C)c1. Starting materials: ClC1=C(C=CC(=C1)Cl)C(CCC#N)C1=CNC2=C(C=C(C=C12)F)CSC (4-(2,4-Dichlorophenyl)-4-{5-fluoro-7-[(methylsulfanyl)methyl]-1H-indol-3-yl}butanonitrile), ClC1=CC(=CC=C1)C(=O)OO (meta-chloroperbenzoic acid). Solvent: ClCCl (dichloromethane). Reaction conditions: time 8 hour. The product is ClC1=C(C=CC(=C1)Cl)C(CCC#N)C1=CNC2=C(C=C(C=C12)F)CS(=O)C (4-(2,4-Dichlorophenyl)-4-{5-fluoro-7-[(methylsulfinyl)methyl]-1H-indol-3-yl}butanonitrile). As a reaction SMILES: [Cl:1][C:2]1[CH:7]=[C:6]([Cl:8])[CH:5]=[CH:4][C:3]=1[CH:9]([C:14]1[C:22]2[C:17](=[C:18]([CH2:24][S:25][CH3:26])[CH:19]=[C:20]([F:23])[CH:21]=2)[NH:16][CH:15]=1)[CH2:10][CH2:11][C:12]#[N:13].ClC1C=CC=C(C(OO)=[O:35])C=1>ClCCl>[Cl:1][C:2]1[CH:7]=[C:6]([Cl:8])[CH:5]=[CH:4][C:3]=1[CH:9]([C:14]1[C:22]2[C:17](=[C:18]([CH2:24][S:25]([CH3:26])=[O:35])[CH:19]=[C:20]([F:23])[CH:21]=2)[NH:16][CH:15]=1)[CH2:10][CH2:11][C:12]#[N:13]. Procedure details: 100 mg (0.25 mmol) of the compound from Example 42 were introduced into 14 ml of dichloromethane at 0° C., 60.5 mg (0.25 mmol) of 70% pure meta-chloroperbenzoic acid were added, and the mixture was stirred at RT overnight. It was concentrated, and the residue was purified by preparative HPLC (RP18 column; mobile phase: acetonitrile/water gradient with addition of 0.1% formic acid) to result in 80 mg (76% of theory) of the title compound as mixture of diastereomers. Isolated yield 92.8%. Reaction conditions: temperature -25 celsius, time 30 minute. The product is C(C1=CC=CC=C1)(=O)N1C=C(C2=CC=CC=C12)C1=CC=CC=C1 (1-benzoyl-3-phenylindole). Reaction SMILES: [C:1]1([C:7]2[C:15]3[C:10](=[CH:11][CH:12]=[CH:13][CH:14]=3)[NH:9][CH:8]=2)[CH:6]=[CH:5][CH:4]=[CH:3][CH:2]=1.CC(C)([O-])C.[K+].[C:22](Cl)(=[O:29])[C:23]1[CH:28]=[CH:27][CH:26]=[CH:25][CH:24]=1>O1CCCC1>[C:22]([N:9]1[C:10]2[C:15](=[CH:14][CH:13]=[CH:12][CH:11]=2)[C:7]([C:1]2[CH:2]=[CH:3][CH:4]=[CH:5][CH:6]=2)=[CH:8]1)(=[O:29])[C:23]1[CH:28]=[CH:27][CH:26]=[CH:25][CH:24]=1 |f:1.2|. Reactants: resultant mixture, ice water, C1(=CC=CC=C1)C1=CNC2=CC=CC=C12 (3-phenyl indole), CC(C)([O-])C.[K+] (potassium tert-butoxide), C(C1=CC=CC=C1)(=O)Cl (benzoyl chloride). The solvent is O1CCCC1 (tetrahydrofuran). Reported procedure: In 400 ml of tetrahydrofuran, 42.0 g of 3-phenyl indole was solved. The solution and 25.0 g of potassium tert-butoxide added thereto at -30--20° C. were together heated to normal room temperature and stirred for 30 minutes. The reaction solution was cooled to -20--10° C. and 26 ml of benzoyl chloride added thereto were together heated to normal room temperature and stirred for one hour. The resultant mixture was poured into ice water and extracted with chloroform. The chloroform layer was dried ...